Dataset: the Open Reaction Database (ORD), a public repository of structured organic reaction records. Task: describe an organic reaction: reactants, conditions, products, and yield Reported procedure: Magnesium turnings (0.5 g) were added to a mixture of methyl (E/Z) 3-[4-[2-[N-(2-benzoxazolyl)-N-methylamino]ethoxy]phenyl]-2-(4-chlorophenoxy)propanoate (0.98 g) and a crystal of iodine dissolved in methanol (50 mL) at room temperature. The mixture was warmed gently with a heat gum until reaction ensued, at which pint the heating was stopped and the mixture stirred at room temperature during the addition, over ca 5 minutes, of a further portion of magnesium (2.00 g). The reaction mixture was im... RXN SMILES: [Mg].[O:2]1[C:6]2[CH:7]=[CH:8][CH:9]=[CH:10][C:5]=2[N:4]=[C:3]1[N:11]([CH2:13][CH2:14][O:15][C:16]1[CH:21]=[CH:20][C:19]([CH2:22][CH:23]([O:27][C:28]2[CH:33]=[CH:32][C:31]([Cl:34])=[CH:30][CH:29]=2)[C:24]([O-:26])=[O:25])=[CH:18][CH:17]=1)[CH3:12].II.[CH3:37]O>>[O:2]1[C:6]2[CH:7]=[CH:8][CH:9]=[CH:10][C:5]=2[N:4]=[C:3]1[N:11]([CH2:13][CH2:14][O:15][C:16]1[CH:17]=[CH:18][C:19]([CH2:22][CH:23]([O:27][C:28]2[CH:29]=[CH:30][C:31]([Cl:34])=[CH:32][CH:33]=2)[C:24]([O:26][CH3:37])=[O:25])=[CH:20][CH:21]=1)[CH3:12]. Reactants: [Mg] (magnesium), [Mg] (Magnesium), O1C(=NC2=C1C=CC=C2)N(C)CCOC2=CC=C(C=C2)CC(C(=O)[O-])OC2=CC=C(C=C2)Cl (3-[4-[2-[N-(2-benzoxazolyl)-N-methylamino]ethoxy]phenyl]-2-(4-chlorophenoxy)propanoate), II (iodine), CO (methanol). Yields the product O1C(=NC2=C1C=CC=C2)N(C)CCOC2=CC=C(C=C2)CC(C(=O)OC)OC2=CC=C(C=C2)Cl (Methyl 3-[4-[2-[N-(2-benzoxazolyl)-N-methylamino]ethoxy]phenyl]-2-(4-chlorophenoxy)propanoate). Starting materials: Fc1ccc2c(c1)C(=CBr)c1ccccc1CC2, CS(=O)(=O)Nc1cccc(B(O)O)c1. Yields the product CS(=O)(=O)Nc1cccc(C=C2c3ccccc3CCc3ccc(F)cc32)c1. As a reaction SMILES: [Br:1][CH:2]=[C:3]1[c:4]2[c:5]([cH:15][cH:16][cH:17][cH:18]2)[CH2:6][CH2:7][c:8]2[c:9]1[cH:10][c:11]([F:14])[cH:12][cH:13]2.[CH3:19][S:20](=[O:21])(=[O:22])[NH:23][c:24]1[cH:25][c:26]([B:30]([OH:31])[OH:32])[cH:27][cH:28][cH:29]1>>[CH:2](=[C:3]1[c:4]2[c:5]([cH:15][cH:16][cH:17][cH:18]2)[CH2:6][CH2:7][c:8]2[c:9]1[cH:10][c:11]([F:14])[cH:12][cH:13]2)[c:26]1[cH:25][c:24]([NH:23][S:20]([CH3:19])(=[O:21])=[O:22])[cH:29][cH:28][cH:27]1.